This data is from the Open Reaction Database (ORD), a public repository of structured organic reaction records. The task is: describe an organic reaction: reactants, conditions, products, and yield The reactants are [OH-].[Na+] (sodium hydroxide), 110, C=1(O)C(O)=CC=CC1 (pyrocatechol), COC1(C(C=C(C=C1)S(=O)(=O)[O-])CCC)C (1-methoxy-2-propyl-p-toluenesulphonate), CS(=O)C (dimethylsulphoxide). The solvent is O (water). Run at time 14 hour. Product: COCC(C)OOC1=CC=CC=C1 (O-(1-Methoxy-2-propyloxy)-phenol). RXN SMILES: [OH-].[Na+].[C:3]1([C:5](=[CH:7][CH:8]=[CH:9][CH:10]=1)O)[OH:4].[CH3:11][O:12][C:13]1(C)C=CC(S([O-])(=O)=O)=C[CH:14]1[CH2:23]CC.CS(C)=[O:29]>O>[CH3:11][O:12][CH2:13][CH:14]([O:29][O:4][C:3]1[CH:10]=[CH:9][CH:8]=[CH:7][CH:5]=1)[CH3:23] |f:0.1|. Reported procedure: 90 parts of 44.5% strength sodium hydroxide solution are added drop by drop under nitrogen to a solution of 110 parts of pyrocatechol and 244 parts of 1-methoxy-2-propyl-p-toluenesulphonate in 500 parts by volume of dimethylsulphoxide. During the addition, the temperature rises to 42°C. The mixture is stirred for 14 hours at room temperature, poured into 2000 parts of water, and extracted three times each time with 250 parts by volume of toluene. The toluene solution is washed twice each time wi... Reactants: CC=1C=C(C=NC1C)CCC(=O)OCC (ethyl 3-(5,6-dimethyl-3-pyridyl)-propionate), C(=O)OCC (ethyl formate), [H-].[Na+] (sodium hydride). Run in C(OC)COC (dimethoxyethane). Product: CC=1C=C(C=NC1C)CC(C(=O)OCC)C=O (ethyl 3-(5,6-dimethyl-3-pyridyl)-2-formylpropionate). RXN SMILES: [CH3:1][C:2]1[CH:3]=[C:4]([CH2:9][CH2:10][C:11]([O:13][CH2:14][CH3:15])=[O:12])[CH:5]=[N:6][C:7]=1[CH3:8].[CH:16](OCC)=[O:17].[H-].[Na+]>C(COC)OC>[CH3:1][C:2]1[CH:3]=[C:4]([CH2:9][CH:10]([CH:16]=[O:17])[C:11]([O:13][CH2:14][CH3:15])=[O:12])[CH:5]=[N:6][C:7]=1[CH3:8] |f:2.3|. Procedure details: Reaction of ethyl 3-(5,6-dimethyl-3-pyridyl)-propionate with ethyl formate and sodium hydride in dimethoxyethane at room temperature gave ethyl 3-(5,6-dimethyl-3-pyridyl)-2-formylpropionate, m.p. 148°-9°. The reactants are CC(C)(C)OC(=O)CBr, CCOC(C)=O, C[Si](C)(C)[N-][Si](C)(C)C, [Na+], C1CCOC1, OCCOCCO. Product: CC(C)(C)OC(=O)COCCOCCO. RXN SMILES: [Br:18][CH2:19][C:20](=[O:21])[O:22][C:23]([CH3:24])([CH3:25])[CH3:26].[CH3:27][CH2:28][O:29][C:30]([CH3:31])=[O:32].[CH3:8][Si:9]([N-:10][Si:11]([CH3:12])([CH3:13])[CH3:14])([CH3:15])[CH3:16].[Na+:17].[O:33]1[CH2:34][CH2:35][CH2:36][CH2:37]1.[OH:1][CH2:2][CH2:3][O:4][CH2:5][CH2:6][OH:7]>>[OH:1][CH2:2][CH2:3][O:4][CH2:5][CH2:6][O:7][CH2:19][C:20](=[O:21])[O:22][C:23]([CH3:24])([CH3:25])[CH3:26].